Dataset: the Open Reaction Database (ORD), a public repository of structured organic reaction records. Task: describe an organic reaction: reactants, conditions, products, and yield The reactants are [BH4-], ClCCl, CO, Cc1cc(NCC(C)C)c([N+](=O)[O-])c(N(Cc2ccccc2)Cc2ccccc2)n1, [Na+], Cl[Ni]Cl, O. The product is Cc1cc(NCC(C)C)c(N)c(N(Cc2ccccc2)Cc2ccccc2)n1. Reaction SMILES: [BH4-:1].[CH2:35]([Cl:36])[Cl:37].[CH3:33][OH:34].[CH3:3][c:4]1[cH:5][c:6]([NH:28][CH2:29][CH:30]([CH3:31])[CH3:32])[c:7]([N+:25]([O-:26])=[O:27])[c:8]([N:10]([CH2:11][c:12]2[cH:13][cH:14][cH:15][cH:16][cH:17]2)[CH2:18][c:19]2[cH:20][cH:21][cH:22][cH:23][cH:24]2)[n:9]1.[Na+:2].[Ni:39]([Cl:40])[Cl:41].[OH2:38]>>[CH3:3][c:4]1[cH:5][c:6]([NH:28][CH2:29][CH:30]([CH3:31])[CH3:32])[c:7]([NH2:25])[c:8]([N:10]([CH2:11][c:12]2[cH:13][cH:14][cH:15][cH:16][cH:17]2)[CH2:18][c:19]2[cH:20][cH:21][cH:22][cH:23][cH:24]2)[n:9]1.